From a dataset of the Open Reaction Database (ORD), a public repository of structured organic reaction records. describe an organic reaction: reactants, conditions, products, and yield Starting materials: C(Cl)(Cl)Cl (CHCl3), Cl.C(C1=CC=CC=C1)OC1=CC=C2NC=C(CCN)C2=C1 (5-benzyloxytryptamine hydrochloride), C1(C=2C(C(=O)O1)=CC=CC2)=O (phthalic anhydride), C(C)(C)N(C(C)C)CC (N,N-diisopropylethylamine). Solvent: N1=CC=CC=C1 (pyridine). Run at time 60 hour. Yields the product C(C1=CC=CC=C1)OC=1C=C2C(=CNC2=CC1)CCN1C(C2=CC=CC=C2C1=O)=O (2-(2-(5-Benzyloxy-1H-indol-3-yl)ethyl)isoindole-1,3-dione). As a reaction SMILES: Cl.[CH2:2]([O:9][C:10]1[CH:21]=[C:20]2[C:13]([NH:14][CH:15]=[C:16]2[CH2:17][CH2:18][NH2:19])=[CH:12][CH:11]=1)[C:3]1[CH:8]=[CH:7][CH:6]=[CH:5][CH:4]=1.[C:22]1(=O)[O:27][C:25](=[O:26])[C:24]2=[CH:28][CH:29]=[CH:30][CH:31]=[C:23]12.C(N(CC)C(C)C)(C)C.C(Cl)(Cl)Cl>N1C=CC=CC=1>[CH2:2]([O:9][C:10]1[CH:21]=[C:20]2[C:13](=[CH:12][CH:11]=1)[NH:14][CH:15]=[C:16]2[CH2:17][CH2:18][N:19]1[C:25](=[O:26])[C:24]2[C:23](=[CH:31][CH:30]=[CH:29][CH:28]=2)[C:22]1=[O:27])[C:3]1[CH:4]=[CH:5][CH:6]=[CH:7][CH:8]=1 |f:0.1|. Procedure details: Combine 5-benzyloxytryptamine hydrochloride (1 g, 3.3 mmol), phthalic anhydride (.56 g, 4.0 mmol) and N,N-diisopropylethylamine (0.86 g, 6.6 mmol) in 25 mL anhydrous pyridine and reflux for 1 hour, cool to room temperature and treat with 4 g 3 Å molecular sieves. Refluxing was continued for 60 hours then the mixture was filtered. Concentrate under vacuum to give a residue which is mixed with 25 mL CHCl3 and filtered to give a solid. Purification of the filtrate by chromatography on silica gel el... Reactants: BrC=1C=C(C#N)C=CC1F (3-Bromo-4-fluorobenzonitrile), C1(=CC=CC=C1)O (phenol), C([O-])([O-])=O.[K+].[K+] (potassium carbonate). The solvent is CS(=O)C (DMSO), CCOC(=O)C (EtOAc). Conditions: time 18 hour. The product is BrC=1C=C(C#N)C=CC1OC1=CC=CC=C1 (3-Bromo-4-phenoxybenzonitrile). Isolated yield 89.7%. RXN SMILES: [Br:1][C:2]1[CH:3]=[C:4]([CH:7]=[CH:8][C:9]=1F)[C:5]#[N:6].[C:11]1([OH:17])[CH:16]=[CH:15][CH:14]=[CH:13][CH:12]=1.C(=O)([O-])[O-].[K+].[K+]>CS(C)=O.CCOC(C)=O>[Br:1][C:2]1[CH:3]=[C:4]([CH:7]=[CH:8][C:9]=1[O:17][C:11]1[CH:16]=[CH:15][CH:14]=[CH:13][CH:12]=1)[C:5]#[N:6] |f:2.3.4|. Procedure details: 3-Bromo-4-fluorobenzonitrile (0.5 g, 2.4 mmol) was added to a suspension of phenol (0.23 g, 2.4 mmol) and potassium carbonate (0.67 g, 4.8 mmol) in DMSO (2 mL) and the reaction mixture was allowed to stir at room temperature for 18 hours. The reaction mixture was diluted with EtOAc (30 mL) and washed with water (3×30 mL). The combined organics were dried over sodium sulfate and concentrated in vacuo to afford the title compound (0.59 g). Starting materials: CC(=O)[O-], CC(=O)[O-], CC(=O)O, Cc1ccccc1, O, [Pd+2]. The product is CC(=O)OCc1ccccc1. Reaction SMILES: [C:13]([O-:14])(=[O:15])[CH3:16].[C:18]([O-:19])(=[O:20])[CH3:21].[CH3:1][C:2]([OH:3])=[O:4].[CH3:6][c:7]1[cH:8][cH:9][cH:10][cH:11][cH:12]1.[O:5].[Pd+2:17]>>[CH3:1][C:2]([O:3][CH2:6][c:7]1[cH:8][cH:9][cH:10][cH:11][cH:12]1)=[O:4]. The reactants are CS(C)=O, O=[N+]([O-])c1ccccc1F, CCOC(=O)c1c(N)sc2cc(C)ccc12. The product is CCOC(=O)c1c(Nc2ccccc2[N+](=O)[O-])sc2cc(C)ccc12. Reaction SMILES: [CH3:27][S:28](=[O:29])[CH3:30].[F:17][c:18]1[c:19]([N+:24](=[O:25])[O-:26])[cH:20][cH:21][cH:22][cH:23]1.[NH2:1][c:2]1[c:3]([C:12](=[O:13])[O:14][CH2:15][CH3:16])[c:4]2[c:5]([s:6]1)[cH:7][c:8]([CH3:11])[cH:9][cH:10]2>>[NH:1]([c:2]1[c:3]([C:12](=[O:13])[O:14][CH2:15][CH3:16])[c:4]2[c:5]([s:6]1)[cH:7][c:8]([CH3:11])[cH:9][cH:10]2)[c:18]1[c:19]([N+:24](=[O:25])[O-:26])[cH:20][cH:21][cH:22][cH:23]1. As a reaction SMILES: [CH2:1]([O:8][C:9]1[C:14]([C:15](=O)[CH3:16])=[C:13]([OH:18])[C:12]([O:19][C:20]2[C:28]([CH3:29])=[CH:27][C:26]([N+:30]([O-:32])=[O:31])=[C:25]3[C:21]=2[CH2:22][CH2:23][CH2:24]3)=[CH:11][CH:10]=1)[C:2]1[CH:7]=[CH:6][CH:5]=[CH:4][CH:3]=1.C([SiH](CC)CC)C.FC(F)(F)C(O)=O.O>ClCCl>[CH2:1]([O:8][C:9]1[C:14]([CH2:15][CH3:16])=[C:13]([OH:18])[C:12]([O:19][C:20]2[C:28]([CH3:29])=[CH:27][C:26]([N+:30]([O-:32])=[O:31])=[C:25]3[C:21]=2[CH2:22][CH2:23][CH2:24]3)=[CH:11][CH:10]=1)[C:2]1[CH:7]=[CH:6][CH:5]=[CH:4][CH:3]=1. Reaction conditions: time 8 hour. Reactants: C(C1=CC=CC=C1)OC1=CC=C(C(=C1C(C)=O)O)OC1=C2CCCC2=C(C=C1C)[N+](=O)[O-] (1-[6-benzyloxy-2-hydroxy-3-(5-methyl-7-nitroindan-4-yloxy)phenyl]ethanone), C(C)[SiH](CC)CC (triethylsilane), FC(C(=O)O)(F)F (trifluoroacetic acid), O (water). Product: C(C1=CC=CC=C1)OC=1C(=C(C(=CC1)OC1=C2CCCC2=C(C=C1C)[N+](=O)[O-])O)CC (3-Benzyloxy-2-ethyl-6-(5-methyl-7-nitroindan-4-yloxy)phenol). Procedure details: To a solution of 1-[6-benzyloxy-2-hydroxy-3-(5-methyl-7-nitroindan-4-yloxy)phenyl]ethanone (1.081 g) in dichloromethane (18 mL) were added triethylsilane (0.955 mL) and trifluoroacetic acid (6 mL). The mixture was stirred at room temperature overnight. Adding water, the reaction mixture was stirred for 30 min and extracted with dichloromethane. The organic layer was washed with a saturated aqueous solution of sodium hydrogen carbonate and brine successively, and dried over anhydrous magnesium su... The yield is 63.4%. Run in ClCCl (dichloromethane). The reactants are B (borane), COC=1C=CC2=C(CC(NCC2)=O)C1 (8-methoxy-2-oxo-2,3,4,5-tetrahydro-1H-3-benzazepine), Cl (hydrochloric acid). The solvent is O1CCCC1 (tetrahydrofuran), O1CCCC1 (tetrahydrofuran). The product is Cl.COC1=CC2=C(CCNCC2)C=C1 (7-methoxy-2,3,4,5-tetrahydro-1H-3-benzazepine hydrochloride). Reaction SMILES: [CH3:1][O:2][C:3]1[CH:4]=[CH:5][C:6]2[CH2:12][CH2:11][NH:10][C:9](=O)[CH2:8][C:7]=2[CH:14]=1.B.[ClH:16]>O1CCCC1>[ClH:16].[CH3:1][O:2][C:3]1[CH:4]=[CH:5][C:6]2[CH2:12][CH2:11][NH:10][CH2:9][CH2:8][C:7]=2[CH:14]=1 |f:4.5|. Procedure details: A suspension of 8-methoxy-2-oxo-2,3,4,5-tetrahydro-1H-3-benzazepine (20.4 g, 0.105 m) in tetrahydrofuran (500 ml) was added to 1 M borane in tetrahydrofuran (300 ml) stirred at 5°. The mixture was heated to reflux for 2 hours, cooled, treated with 3N hydrochloric acid (300 ml), concentrated in vacuo to remove tetrahydrofuran and heated to reflux for 1 hour. The mixture was concentrated in vacuo, filtered and the filter cake was dissolved in methanol, heated to reflux, dried with magnesium sulfat... The reactants are C1=CC(=CC(=C1)CN=C=O)CN=C=O (TAKENATE), C(CCCCCCCCCCCCCCCCC)O (stearyl alcohol), C(CCCCCN=C=O)N=C=O (hexamethylene diisocyanate), C(CCCCCCCCCCCCCCCCC)O (stearyl alcohol), C(C=C)(=O)OCCO (2-hydroxyethyl acrylate), C(CCCCCCCCCCC)(=O)[O-].C(CCC)[Sn+2]CCCC.C(CCCCCCCCCCC)(=O)[O-] (dibutyltin laurate), COC1=CC=C(O)C=C1 (hydroquinone monomethyl ether), isocyanurate, C(CCCCCCCCCCC)(=O)[O-].C(CCC)[Sn+2]CCCC.C(CCCCCCCCCCC)(=O)[O-] (dibutyltin laurate). Run in C1(=CC=CC=C1)C (toluene), C1(=CC=CC=C1)C (toluene). Reaction conditions: temperature 40 celsius. Product: C(C=C)(=O)O.NC(=O)OCC (urethane acrylate). Reaction SMILES: [CH2:1]([OH:19])[CH2:2][CH2:3]CCCCCCCCCCCCCCC.C(N=C=O)CCCCCN=C=[O:28].C1C=C(C[N:39]=[C:40]=[O:41])C=C(CN=C=O)C=1.C([O-])(=O)CCCCCCCCCCC.C([Sn+2]CCCC)CCC.C([O-])(=O)CCCCCCCCCCC.C(OCCO)(=O)C=C.COC1C=CC(O)=CC=1>C1(C)C=CC=CC=1>[C:1]([OH:19])(=[O:28])[CH:2]=[CH2:3].[NH2:39][C:40]([O:19][CH2:1][CH3:2])=[O:41] |f:3.4.5,9.10|. Procedure details: Into a flask similar to the flask in Synthesis Example 1 were charged 60.8 parts of toluene and 8.4 parts of stearyl alcohol (NAA-46), followed by heating of the mixture to 40° C. After the confirmation of thorough dissolution of stearyl alcohol, 50 parts of hexamethylene diisocyanate subjected to isocyanurate modification (TAKENATE D-170N) were charged and the mixture was heated to 70° C. After 30 minutes of the reaction at the same temperature, 0.02 parts of dibutyltin laurate were charged. Af... RXN SMILES: C([N:4]1[C:12]2[C:7](=[CH:8][C:9]([N+:13]([O-:15])=[O:14])=[CH:10][CH:11]=2)[C:6](=[C:16](OCC)[C:17]2[CH:22]=[CH:21][CH:20]=[CH:19][CH:18]=2)[C:5]1=[O:26])(=O)C.[N:27]1([CH2:32][C:33]2[CH:39]=[CH:38][C:36]([NH2:37])=[CH:35][CH:34]=2)[CH2:31][CH2:30][CH2:29][CH2:28]1.[OH-].[Na+]>CN(C=O)C.CO>[N:27]1([CH2:32][C:33]2[CH:39]=[CH:38][C:36]([NH:37]/[C:16](=[C:6]3\[C:5](=[O:26])[NH:4][C:12]4[C:7]\3=[CH:8][C:9]([N+:13]([O-:15])=[O:14])=[CH:10][CH:11]=4)/[C:17]3[CH:18]=[CH:19][CH:20]=[CH:21][CH:22]=3)=[CH:35][CH:34]=2)[CH2:31][CH2:30][CH2:29][CH2:28]1 |f:2.3|. Product: N1(CCCC1)CC1=CC=C(N\C(\C2=CC=CC=C2)=C\2/C(NC3=CC=C(C=C23)[N+](=O)[O-])=O)C=C1 (3-{(Z)-1-[4-((pyrrolidin-1-yl)methyl)anilino]-1-phenylmethylidene}-5-nitro-2-indolinone). Starting materials: C(C)(=O)N1C(C(C2=CC(=CC=C12)[N+](=O)[O-])=C(C1=CC=CC=C1)OCC)=O (1-acetyl-3-{1-ethoxy-1-phenylmethylidene}-5-nitro-2-indolinone), N1(CCCC1)CC1=CC=C(N)C=C1 (4-(1-pyrrolidinyl-methyl)-aniline), [OH-].[Na+] (sodium hydroxide). Reported procedure: Prepared from 1-acetyl-3-{1-ethoxy-1-phenylmethylidene}-5-nitro-2-indolinone and 2 equivalents of 4-(1-pyrrolidinyl-methyl)-aniline, melting point 45-50° C. in DMF followed by treatment with 1N sodium hydroxide solution in MeOH. Run in CO (MeOH), CN(C)C=O (DMF).